This data is from the Open Reaction Database (ORD), a public repository of structured organic reaction records. The task is: describe an organic reaction: reactants, conditions, products, and yield Starting materials: Cl, O=N[O-], N#CCC(N)=C(C#N)C#N, Nc1ccc([N+](=O)[O-])cc1, [Na+], [Na+], [Na], [OH-], O. RXN SMILES: [ClH:29].[N:11]([O-:12])=[O:13].[NH2:16][C:17](=[C:18]([C:19]#[N:20])[C:21]#[N:22])[CH2:23][C:24]#[N:25].[NH2:1][c:2]1[cH:3][cH:4][c:5]([N+:8]([O-:9])=[O:10])[cH:6][cH:7]1.[Na+:14].[Na+:27].[Na:15].[OH-:26].[OH2:28]>>[NH:1]([c:2]1[cH:3][cH:4][c:5]([N+:8]([O-:9])=[O:10])[cH:6][cH:7]1)[N:11]=[C:23]([C:17]([NH2:16])=[C:18]([C:19]#[N:20])[C:21]#[N:22])[C:24]#[N:25]. Yields the product N#CC(=NNc1ccc([N+](=O)[O-])cc1)C(N)=C(C#N)C#N. RXN SMILES: [C:23](=[O:24])([O-:25])[O-:26].[CH3:14][B:15]1[O:16][B:17]([CH3:18])[O:19][B:20]([CH3:21])[O:22]1.[CH3:29][O:30][CH2:31][CH2:32][O:33][CH3:34].[Cl:1][c:2]1[c:3]([NH2:4])[c:5]([F:13])[c:6]([CH:10]2[CH2:11][CH2:12]2)[c:7]([Br:9])[cH:8]1.[K+:27].[K+:28].[OH2:35].[cH:36]1[cH:37][cH:38][c:39]([P:40]([Pd:41]([P:42]([c:43]2[cH:44][cH:45][cH:46][cH:47][cH:48]2)([c:49]2[cH:50][cH:51][cH:52][cH:53][cH:54]2)[c:55]2[cH:56][cH:57][cH:58][cH:59][cH:60]2)([P:61]([c:62]2[cH:63][cH:64][cH:65][cH:66][cH:67]2)([c:68]2[cH:69][cH:70][cH:71][cH:72][cH:73]2)[c:74]2[cH:75][cH:76][cH:77][cH:78][cH:79]2)[P:80]([c:81]2[cH:82][cH:83][cH:84][cH:85][cH:86]2)([c:87]2[cH:88][cH:89][cH:90][cH:91][cH:92]2)[c:93]2[cH:94][cH:95][cH:96][cH:97][cH:98]2)([c:99]2[cH:100][cH:101][cH:102][cH:103][cH:104]2)[c:105]2[cH:106][cH:107][cH:108][cH:109][cH:110]2)[cH:111][cH:112]1>>[Cl:1][c:2]1[c:3]([NH2:4])[c:5]([F:13])[c:6]([CH:10]2[CH2:11][CH2:12]2)[c:7]([CH3:14])[cH:8]1. Reactants: O=C([O-])[O-], CB1OB(C)OB(C)O1, COCCOC, Nc1c(Cl)cc(Br)c(C2CC2)c1F, [K+], [K+], O, c1ccc(P(c2ccccc2)(c2ccccc2)[Pd](P(c2ccccc2)(c2ccccc2)c2ccccc2)(P(c2ccccc2)(c2ccccc2)c2ccccc2)P(c2ccccc2)(c2ccccc2)c2ccccc2)cc1. The product is Cc1cc(Cl)c(N)c(F)c1C1CC1. Reactants: C1(=CC=CC=C1)C(N1CCN(CC1)CCCN1C(NC2=C1C=CC=C2)=O)C2=CC=CC=C2 (1-{3-[4-(diphenylmethyl)-1-piperazinyl]propyl}-1,3-dihydro-2H-benzimidazol-2-one), N(=C=O)C (isocyanatomethane). Run in O1CCOCC1 (1,4-dioxane). Product: C1(=CC=CC=C1)C(N1CCN(CC1)CCCN1C(N(C2=C1C=CC=C2)C(=O)NC)=O)C2=CC=CC=C2 (3-{3-[4-(diphenylmethyl)-1-piperazinyl]propyl}-2,3-dihydro-N-methyl-2-oxo-1H-benzimidazole-1-carboxamide). RXN SMILES: [C:1]1([CH:7]([C:27]2[CH:32]=[CH:31][CH:30]=[CH:29][CH:28]=2)[N:8]2[CH2:13][CH2:12][N:11]([CH2:14][CH2:15][CH2:16][N:17]3[C:21]4[CH:22]=[CH:23][CH:24]=[CH:25][C:20]=4[NH:19][C:18]3=[O:26])[CH2:10][CH2:9]2)[CH:6]=[CH:5][CH:4]=[CH:3][CH:2]=1.[N:33]([CH3:36])=[C:34]=[O:35]>O1CCOCC1>[C:27]1([CH:7]([C:1]2[CH:2]=[CH:3][CH:4]=[CH:5][CH:6]=2)[N:8]2[CH2:13][CH2:12][N:11]([CH2:14][CH2:15][CH2:16][N:17]3[C:21]4[CH:22]=[CH:23][CH:24]=[CH:25][C:20]=4[N:19]([C:34]([NH:33][CH3:36])=[O:35])[C:18]3=[O:26])[CH2:10][CH2:9]2)[CH:32]=[CH:31][CH:30]=[CH:29][CH:28]=1. Procedure: A mixture of 3 parts of 1-{3-[4-(diphenylmethyl)-1-piperazinyl]propyl}-1,3-dihydro-2H-benzimidazol-2-one, 1 part of isocyanatomethane and 25 parts of 1,4-dioxane is stirred and refluxed overnight. The reaction mixture is evaporated and the residue is purified by column-chromatography over silica gel using a mixture of trichloromethane and methanol (95:5 by volume) as eluent. The pure fractions are collected and the eluent is evaporated. The residue is crystallized from a mixture of methylbenzene... Reaction SMILES: Cl.[NH:2]=[C:3]1[NH:7][C:6]([C:8](=[N:29][OH:30])[C:9]([NH:11][CH:12]2[C:27](=[O:28])[N:14]3[C:15]([C:24]([OH:26])=[O:25])=[C:16]([CH2:19][O:20][C:21](=[O:23])[CH3:22])[CH2:17][S:18][C@H:13]23)=[O:10])=[CH:5][S:4]1.C(O)(=O)C.Cl.O>C(O)C>[NH:2]=[C:3]1[NH:7][C:6]([C:8](=[N:29][OH:30])[C:9]([NH:11][CH:12]2[C:27](=[O:28])[N:14]3[C:15]([C:24]([OH:26])=[O:25])=[C:16]([CH2:19][O:20][C:21](=[O:23])[CH3:22])[CH2:17][S:18][C@H:13]23)=[O:10])=[CH:5][S:4]1 |f:0.1|. Procedure details: To a mixture of 0.309 g of 7-[2-(2-imino-4-thiazolin-4-yl)-2-hydroxyimino-acetamido]-3-acetoxymethyl-3-cephem-4-carboxylic acid hydrochloride (syn-isomer) and 1 ml of acetic acid there was added a sufficient amount of 1N-hydrochloric acid to completely dissolve the former. This solution was subjected to column chromatography on polystyrene resin (Amberlite XAD-2, Rohm & Haas Co.), development being carried out with water and 20% ethanol in the order mentioned. The fractions containing the desire... Run in C(C)O (ethanol). The product is N=C1SC=C(N1)C(C(=O)NC1[C@@H]2N(C(=C(CS2)COC(C)=O)C(=O)O)C1=O)=NO (7-[2-(2-imino-4-thiazolin-4-yl)-2-hydroxyimino-acetamido]-3-acetoxymethyl-3-cephem-4-carboxylic acid). Starting materials: O (water), Cl.N=C1SC=C(N1)C(C(=O)NC1[C@@H]2N(C(=C(CS2)COC(C)=O)C(=O)O)C1=O)=NO (7-[2-(2-imino-4-thiazolin-4-yl)-2-hydroxyimino-acetamido]-3-acetoxymethyl-3-cephem-4-carboxylic acid hydrochloride), C(C)(=O)O (acetic acid), Cl (hydrochloric acid). Yields the product O=C(O)C1Nc2ccccc2-c2c([N+](=O)[O-])cnn21. Starting materials: O=CC(=O)O, Nc1ccccc1-c1[nH]ncc1[N+](=O)[O-]. RXN SMILES: [C:16]([CH:17]=[O:18])(=[O:19])[OH:20].[NH2:1][c:2]1[c:3](-[c:8]2[c:9]([N+:13](=[O:14])[O-:15])[cH:10][n:11][nH:12]2)[cH:4][cH:5][cH:6][cH:7]1>>[NH:1]1[c:2]2[c:3]([cH:4][cH:5][cH:6][cH:7]2)-[c:8]2[c:9]([N+:13](=[O:14])[O-:15])[cH:10][n:11][n:12]2[CH:17]1[C:16](=[O:19])[OH:20].